The task is: describe an organic reaction: reactants, conditions, products, and yield. This data is from the Open Reaction Database (ORD), a public repository of structured organic reaction records. Reactants: FC1=C(C=CC=C1)S (2-fluoro-benzenethiol), ClC1=NC(=CC2=CC=CC=C12)NC1=NNC(=C1)C ((1-chloro-isoquinolin-3-yl)-(5-methyl-1H-pyrazol-3-yl)-amine). Product: FC1=C(C=CC=C1)SC1=NC(=CC2=CC=CC=C12)NC1=NNC(=C1)C ([1-(2-fluoro-phenylsulfanyl)-isoquinolin-3-yl]-(5-methyl-1H-pyrazol-3-yl)-amine). As a reaction SMILES: [F:1][C:2]1[CH:7]=[CH:6][CH:5]=[CH:4][C:3]=1[SH:8].Cl[C:10]1[C:19]2[C:14](=[CH:15][CH:16]=[CH:17][CH:18]=2)[CH:13]=[C:12]([NH:20][C:21]2[CH:25]=[C:24]([CH3:26])[NH:23][N:22]=2)[N:11]=1>>[F:1][C:2]1[CH:7]=[CH:6][CH:5]=[CH:4][C:3]=1[S:8][C:10]1[C:19]2[C:14](=[CH:15][CH:16]=[CH:17][CH:18]=2)[CH:13]=[C:12]([NH:20][C:21]2[CH:25]=[C:24]([CH3:26])[NH:23][N:22]=2)[N:11]=1. Reported procedure: Similar procedure as described in example 305 was used, starting from 2-fluoro-benzenethiol and (1-chloro-isoquinolin-3-yl)-(5-methyl-1H-pyrazol-3-yl)-amine to give [1-(2-fluoro-phenylsulfanyl)-isoquinolin-3-yl]-(5-methyl-1H-pyrazol-3-yl)-amine. LC-MS: m/e 351 (MH+). The reactants are CC1=CC=C(C=C1)S(=O)(=O)OC[C@H]1COC2=CC=C3C(=C2O1)N=C(N3)CC ([(8R)-2-ethyl-7,8-dihydro-3H-6,9-dioxa-1,3-diaza-cyclopenta[a]naphthalen-8-yl]methyl 4-methylbenzenesulfonate), N1CCC(=CC1)C1=CNC2=CC=CC=C12 (3-(1,2,3,6-tetrahydro-4-pyridinyl)-1H-indole). The solvent is CS(=O)C (DMSO), C(C)(=O)OCC (ethyl acetate). Reaction conditions: temperature 80 celsius. Yields the product N1C=C(C2=CC=CC=C12)C=1CCN(CC1)CC1COC2=CC=C3C(=C2O1)N=C(N3)CC (8-[4-(1H-Indol-3-yl)-3,6-dihydro-2H-pyridin-1-ylmethyl]-2-ethyl-7,8-dihydro-3H-6,9-dioxa-1,3-diaza-cyclopenta[a]naphthalene). Yield: 58.1%. RXN SMILES: CC1C=CC(S(O[CH2:12][C@@H:13]2[O:22][C:21]3[C:16](=[CH:17][CH:18]=[C:19]4[NH:25][C:24]([CH2:26][CH3:27])=[N:23][C:20]4=3)[O:15][CH2:14]2)(=O)=O)=CC=1.[NH:28]1[CH2:33][CH:32]=[C:31]([C:34]2[C:42]3[C:37](=[CH:38][CH:39]=[CH:40][CH:41]=3)[NH:36][CH:35]=2)[CH2:30][CH2:29]1>CS(C)=O.C(OCC)(=O)C>[NH:36]1[C:37]2[C:42](=[CH:41][CH:40]=[CH:39][CH:38]=2)[C:34]([C:31]2[CH2:32][CH2:33][N:28]([CH2:12][CH:13]3[O:22][C:21]4[C:16](=[CH:17][CH:18]=[C:19]5[NH:25][C:24]([CH2:26][CH3:27])=[N:23][C:20]5=4)[O:15][CH2:14]3)[CH2:29][CH:30]=2)=[CH:35]1. Reported procedure: A mixture of 0.84 g (2.2 mmole) of [(8R)-2-ethyl-7,8-dihydro-3H-6,9-dioxa-1,3-diaza-cyclopenta[a]naphthalen-8-yl]methyl 4-methylbenzenesulfonate and 1.5 g (7.60 mmole) of 3-(1,2,3,6-tetrahydro-4-pyridinyl)-1H-indole in 10.0 mL of DMSO was heated at 80° C. under nitrogen for 6 hours. The reaction was allowed to come to room temperature, diluted to 500 mL with ethyl acetate, washed with 400 mL portions of saturated aqueous sodium bicarbonate, water and saturated brine, dried over sodium sulfate, f... The reactants are C(C1=CC=CC=C1)OC1=C(C=C(C(=O)O)C=C1OC)F (4-benzyloxy-3-fluoro-5-methoxybenzoic acid), CO (methanol), [H][H] (hydrogen). The reagents and catalysts are [C].[Pd] (palladium-carbon). Run in C(C)(=O)OCC (ethyl acetate). The product is FC=1C=C(C(=O)O)C=C(C1O)OC (3-fluoro-4-hydroxy-5-methoxybenzoic acid). RXN SMILES: C([O:8][C:9]1[C:17]([O:18][CH3:19])=[CH:16][C:12]([C:13]([OH:15])=[O:14])=[CH:11][C:10]=1[F:20])C1C=CC=CC=1.CO.[H][H]>[C].[Pd].C(OCC)(=O)C>[F:20][C:10]1[CH:11]=[C:12]([CH:16]=[C:17]([O:18][CH3:19])[C:9]=1[OH:8])[C:13]([OH:15])=[O:14] |f:3.4|. Reported procedure: To 4-benzyloxy-3-fluoro-5-methoxybenzoic acid were added 20 ml of methanol, 20 ml of ethyl acetate and 50 mg of 10% palladium-carbon, and the mixture was stirred at room temperature for 4 hours under the hydrogen atmosphere. Thereafter, the reaction mixture was filtered through Celite (registered trade mark). The filtrate was concentrated under reduced pressure, and 4.5 g of 3-fluoro-4-hydroxy-5-methoxybenzoic acid was obtained.